Dataset: the Open Reaction Database (ORD), a public repository of structured organic reaction records. Task: describe an organic reaction: reactants, conditions, products, and yield Reactants: Cl.FC1=CC2=C(C(=NO2)C2CCN(CC2)CCC2=C(SC=3CNCCC32)C)C=C1 (3-(2-(4-(6-fluoro-1,2-benzisoxazol-3-yl)piperidin-1-yl)ethyl)-4,5,6,7-tetrahydro-2-methylthieno[2,3-c]pyridine hydrochloride), C=O (formaldehyde), C(#N)[BH3-].[Na+] (sodium cyanoborohydride). Solvent: C(C)O (ethanol). Product: CC1=C(C2=C(CN(CC2)C)S1)CCN1CCC(CC1)C1=NOC2=C1C=CC(=C2)F (2,6-dimethyl-3-(2-(4-(6-fluoro-1,2-benzisoxazol-3-yl)piperidin-1-yl)ethyl)-4,5,6,7-tetrahydrothieno[2,3-c]pyridine). As a reaction SMILES: Cl.[F:2][C:3]1[CH:29]=[CH:28][C:6]2[C:7]([CH:10]3[CH2:15][CH2:14][N:13]([CH2:16][CH2:17][C:18]4[C:26]5[CH2:25][CH2:24][NH:23][CH2:22][C:21]=5[S:20][C:19]=4[CH3:27])[CH2:12][CH2:11]3)=[N:8][O:9][C:5]=2[CH:4]=1.C=O.[C:32]([BH3-])#N.[Na+]>C(O)C>[CH3:27][C:19]1[S:20][C:21]2[CH2:22][N:23]([CH3:32])[CH2:24][CH2:25][C:26]=2[C:18]=1[CH2:17][CH2:16][N:13]1[CH2:14][CH2:15][CH:10]([C:7]2[C:6]3[CH:28]=[CH:29][C:3]([F:2])=[CH:4][C:5]=3[O:9][N:8]=2)[CH2:11][CH2:12]1 |f:0.1,3.4|. Procedure details: To a solution of 0.5 g of 3-(2-(4-(6-fluoro-1,2-benzisoxazol-3-yl)piperidin-1-yl)ethyl)-4,5,6,7-tetrahydro-2-methylthieno[2,3-c]pyridine hydrochloride in ethanol was added 0.3 ml of 37% formaldehyde solution and the mixture was stirred at room temperature for an hour. To the mixture was added 0.2 g of sodium cyanoborohydride, the mixture was stirred for an hour, and then concentrated. To the residue was added water and extracted with chloroform. The extract was washed with water, dried and conce... Starting materials: CS(C)=O, NCC1CCCCC1, CCn1nc(C)c2c(Cl)c3ccccc3nc21, ClCCl, Cl, O. The product is Cl, CCn1nc(C)c2c(NCC3CCCCC3)c3ccccc3nc21. RXN SMILES: [CH3:26][S:27]([CH3:28])=[O:29].[CH:18]1([CH2:24][NH2:25])[CH2:19][CH2:20][CH2:21][CH2:22][CH2:23]1.[Cl:1][c:2]1[c:3]2[c:4]([n:5][c:6]3[cH:7][cH:8][cH:9][cH:10][c:11]13)[n:12]([CH2:16][CH3:17])[n:13][c:14]2[CH3:15].[Cl:31][CH2:32][Cl:33].[ClH:30].[OH2:34]>>[ClH:1].[c:2]1([NH:25][CH2:24][CH:18]2[CH2:19][CH2:20][CH2:21][CH2:22][CH2:23]2)[c:3]2[c:4]([n:5][c:6]3[cH:7][cH:8][cH:9][cH:10][c:11]13)[n:12]([CH2:16][CH3:17])[n:13][c:14]2[CH3:15]. Starting materials: C([O-])([O-])=O.[K+].[K+] (potassium carbonate), FC1=C(C=CC=C1)[N+](=O)[O-] (Fluoronitrobenzene), CN1CCNCCC1 (1-Methyl[1,4]diazepane). Solvent: O (water). Reaction conditions: temperature 100 celsius. Yields the product CN1CCN(CCC1)C1=CC=C(C=C1)[N+](=O)[O-] (1-methyl-4-(4-nitrophenyl)-[1,4]diazepane). Isolated yield 94.5%. As a reaction SMILES: F[C:2]1[CH:7]=[CH:6][CH:5]=[CH:4][C:3]=1[N+:8]([O-:10])=[O:9].C(=O)([O-])[O-].[K+].[K+].[CH3:17][N:18]1[CH2:24][CH2:23][CH2:22][NH:21][CH2:20][CH2:19]1>O>[CH3:17][N:18]1[CH2:24][CH2:23][CH2:22][N:21]([C:6]2[CH:5]=[CH:4][C:3]([N+:8]([O-:10])=[O:9])=[CH:2][CH:7]=2)[CH2:20][CH2:19]1 |f:1.2.3|. Reported procedure: Fluoronitrobenzene (10.3 g, 0.073 mol) is dissolved in water and then potassium carbonate (12.1 g, 0.0876 mol) is added. 1-Methyl[1,4]diazepane (10 g, 0.0876 mol) is introduced and then the reaction medium is heated under reflux (≅100° C.) for 5 hours. The medium is cooled. A precipitate forms, which is filtered and washed with water. A yellow solid is recovered, which is dried at 45° C. in a vacuum oven (16.21 g, yield=94.5%). The reactants are c1([Si]c2ccccc2)ccccc1, O1[C@H]([C@H]2[C@@H]([C@H]1CN(C(C[C@@H](C(OCc1ccccc1)=O)NC(=O)OC(C)(C)C)=O)C)OC(O2)(C)C)n1c2c(nc1)c(ncn2)N. The reagents and catalysts are c1ccc(cc1)-c2c3ccccc3cc4ccccc24 (9-Phenylanthracene), [O+]#[C-].[O+]#[C-].[O+]#[C-].[O+]#[C-].[O+]#[C-].[O+]#[C-].[O+]#[C-].[O+]#[C-].[O+]#[C-].[O+]#[C-].[O+]#[C-].[O+]#[C-].[Ru].[Ru].[Ru] (Ru3CO12). Run in CC1=CC=CC=C1 (Toluene). Conditions: temperature 90 celsius, time 18 hour. Product: CN(CC[C@H](NC(=O)OC(C)(C)C)C(=O)OCc1ccccc1)C[C@H]2O[C@H]([C@@H]3OC(C)(C)O[C@H]23)n4cnc5c(N)ncnc45. As a reaction SMILES: [CH3:1][N:2]([C:24]([CH2:25][C@@H:26]([C:35]([O:37][CH2:38][c:39]1[cH:44][cH:43][cH:42][cH:41][cH:40]1)=[O:36])[NH:27][C:28]([O:30][C:31]([CH3:34])([CH3:33])[CH3:32])=[O:29])=O)[CH2:3][C@@H:4]2[C@H:13]([C@@H:7]3[C@H:6]([n:14]4[c:23]([c:17]5[n:16][cH:15]4)[n:22][cH:21][n:20][c:18]5[NH2:19])[O:5]2)[O:12][C:9]([CH3:11])([CH3:10])[O:8]3.[SiH2](c1ccccc1)c2ccccc2>>[CH3:1][N:2]([CH2:3][C@@H:4]1[C@H:13]([C@@H:7]2[C@H:6]([n:14]3[c:23]([c:17]4[n:16][cH:15]3)[n:22][cH:21][n:20][c:18]4[NH2:19])[O:5]1)[O:12][C:9]([CH3:11])([CH3:10])[O:8]2)[CH2:24][CH2:25][C@@H:26]([C:35]([O:37][CH2:38][c:39]5[cH:44][cH:43][cH:42][cH:41][cH:40]5)=[O:36])[NH:27][C:28]([O:30][C:31]([CH3:34])([CH3:33])[CH3:32])=[O:29]. Reactants: FC(C(CC[C@@H]1[C@@H](C(C[C@H]1OC1OCCCC1)=O)C\C=C/CCCCCC(=O)OCC(=O)C1=CC=CC=C1)=O)(CCCC)F (phenacyl (Z)-9-{(1S,2R,3R)-2-(4,4-difluoro-3-oxooctyl)-5-oxo-3-(tetrahydropyranyloxy)cyclopentyl}-7-nonenoate), C(C)(=O)O (acetic acid), O (water). As a reaction SMILES: [F:1][C:2]([F:44])([CH2:40][CH2:41][CH2:42][CH3:43])[C:3](=[O:39])[CH2:4][CH2:5][C@H:6]1[C@H:10]([O:11]C2CCCCO2)[CH2:9][C:8](=[O:18])[C@H:7]1[CH2:19]/[CH:20]=[CH:21]\[CH2:22][CH2:23][CH2:24][CH2:25][CH2:26][C:27]([O:29][CH2:30][C:31]([C:33]1[CH:38]=[CH:37][CH:36]=[CH:35][CH:34]=1)=[O:32])=[O:28].C(O)(=O)C.O>C1COCC1>[F:1][C:2]([F:44])([CH2:40][CH2:41][CH2:42][CH3:43])[C:3](=[O:39])[CH2:4][CH2:5][C@H:6]1[C@H:10]([OH:11])[CH2:9][C:8](=[O:18])[C@@H:7]1[CH2:19]/[CH:20]=[CH:21]\[CH2:22][CH2:23][CH2:24][CH2:25][CH2:26][C:27]([O:29][CH2:30][C:31]([C:33]1[CH:34]=[CH:35][CH:36]=[CH:37][CH:38]=1)=[O:32])=[O:28]. The product is FC(C(CC[C@@H]1[C@H](C(C[C@H]1O)=O)C\C=C/CCCCCC(=O)OCC(=O)C1=CC=CC=C1)=O)(CCCC)F (phenacyl (Z)-9-[(1R,2R,3R)-2-(4,4-difluoro-3-oxooctyl)-3-hydroxy-5-oxocyclopentyl]-7-nonenoate). Reported procedure: The compound (16-a)(0.514 g) was dissolved in the solvent mixture (acetic acid:water:THF=4:2:1) (30 ml), and the solution was maintained overnight at room temperature. The titled compound (16-b) was obtained by purifying the crude product on silica gel column [yield:0.272 g (61%)]. Run in C1CCOC1 (THF). Starting materials: NC=1C=NC=CC1C(=O)O (3-aminopyridine-4-carboxylic acid), C(C)(=O)OC(C)=O (acetic anhydride). The reagents and catalysts are S(O)(O)(=O)=O (sulfuric acid). Yields the product CC1=NC2=CN=CC=C2C(O1)=O (2-methyl-3-oxa-1,7-diaza-naphthalen-4-one). Isolated yield 49.0%. RXN SMILES: [NH2:1][C:2]1[CH:3]=[N:4][CH:5]=[CH:6][C:7]=1[C:8]([OH:10])=[O:9].[C:11](OC(=O)C)(=O)[CH3:12]>S(=O)(=O)(O)O>[CH3:11][C:12]1[O:9][C:8](=[O:10])[C:7]2[C:2](=[CH:3][N:4]=[CH:5][CH:6]=2)[N:1]=1. Reported procedure: A mixture of 3-aminopyridine-4-carboxylic acid (3.38 g, 24.5 mmol), acetic anhydride (15 mL), and sulfuric acid (3 drops) was refluxed 4 hours. The reaction was cooled and carefully quenched with solid sodium bicarbonate. The mixture was filtered through Celite® (trademark). The filtrate was extracted with ethyl acetate. This organic phase was washed with brine, dried over magnesium sulfate and concentrated to give 2-methyl-3-oxa-1,7-diaza-naphthalen-4-one (1.95 g, 49%) as a brown crystalline ma... Starting materials: Fc1nc(F)c(Cl)c(Cl)c1Cl, [Na+], C1COCCO1, [OH-], O. Product: O=c1[nH]c(F)c(Cl)c(Cl)c1Cl. Reaction SMILES: [Cl:1][c:2]1[c:3]([F:11])[n:4][c:5]([F:10])[c:6]([Cl:9])[c:7]1[Cl:8].[Na+:13].[O:14]1[CH2:15][CH2:16][O:17][CH2:18][CH2:19]1.[OH-:12].[OH2:20]>>[Cl:1][c:2]1[c:3](=[O:12])[nH:4][c:5]([F:10])[c:6]([Cl:9])[c:7]1[Cl:8]. Reactants: ICI (diiodomethane), tetra-N-butyl ammonium bromide, sodium sulfinate, BrC1=CC=C(C=C1)S(=O)(=O)Cl (4-bromo-benzenesulfonyl chloride), S(=O)([O-])[O-].[Na+].[Na+] (sodium sulfite), C([O-])(O)=O.[Na+] (sodium bicarbonate). Run in CCOCC.CCCCCC (Et2O hexane), O (water). Reaction conditions: temperature 100 celsius, time 20 minute. Product: BrC1=CC=C(C=C1)S(=O)(=O)CI (1-Bromo-4-iodomethanesulfonyl-benzene). Reaction SMILES: [Br:1][C:2]1[CH:7]=[CH:6][C:5]([S:8](Cl)(=[O:10])=[O:9])=[CH:4][CH:3]=1.S([O-])([O-])=O.[Na+].[Na+].C(=O)(O)[O-].[Na+].[I:23][CH2:24]I>O.CCOCC.CCCCCC>[Br:1][C:2]1[CH:7]=[CH:6][C:5]([S:8]([CH2:24][I:23])(=[O:10])=[O:9])=[CH:4][CH:3]=1 |f:1.2.3,4.5,8.9|. Procedure: A stirred mixture of 4-bromo-benzenesulfonyl chloride (5.12 g, 20 mmol), sodium sulfite (4.69 g, 37.3 mmol) and sodium bicarbonate (3.07 g, 36.6 mmol) in water (20 mL) is heated at 100° C. for 1 h. The crude sodium sulfinate solution is allowed to cool for 30 min and then treated with diiodomethane (25 mL) and tetra-N-butyl ammonium bromide (0.65 g, 2.0 mmol). The resulting mixture is heated at 75° C. overnight. The organic layer was separated. The aqueous solution was extracted with CH2Cl2 (×2)...